This data is from the Open Reaction Database (ORD), a public repository of structured organic reaction records. The task is: describe an organic reaction: reactants, conditions, products, and yield The reactants are OCCCC1=CC=C(C=C1)C=1C(=NC=CC1)C(=O)[O-] (3-[4-(3-hydroxypropyl)phenyl]pyridine-2-carboxylate), N1=CC=CC=C1 (pyridine), CC(=O)OI1(C=2C=CC=CC2C(=O)O1)(OC(=O)C)OC(=O)C (Dess-Martin periodinane). Run in ClCCl (dichloromethane), ClCCl (dichloromethane). Conditions: time 30 minute. Yields the product O=CCCC1=CC=C(C=C1)C=1C(=NC=CC1)C(=O)OCC1=CC=CC=C1 (Benzyl 3-[4-(3-oxopropyl)phenyl]pyridine-2-carboxylate). RXN SMILES: [OH:1][CH2:2][CH2:3][CH2:4][C:5]1[CH:10]=[CH:9][C:8]([C:11]2[C:12]([C:17]([O-:19])=[O:18])=[N:13][CH:14]=[CH:15][CH:16]=2)=[CH:7][CH:6]=1.N1C=CC=CC=1.CC(OI1(OC(C)=O)(OC(C)=O)O[C:37](=O)[C:36]2[CH:35]=[CH:34][CH:33]=[CH:32][C:31]1=2)=O>ClCCl>[O:1]=[CH:2][CH2:3][CH2:4][C:5]1[CH:10]=[CH:9][C:8]([C:11]2[C:12]([C:17]([O:19][CH2:37][C:36]3[CH:35]=[CH:34][CH:33]=[CH:32][CH:31]=3)=[O:18])=[N:13][CH:14]=[CH:15][CH:16]=2)=[CH:7][CH:6]=1. Procedure details: To 3-[4-(3-hydroxypropyl)phenyl]pyridine-2-carboxylate (245 mg, 0.704 mmol) in dichloromethane (3 ml) and pyridine (357 uL, 3.52 mmol) was added a solution of Dess-Martin periodinane (358 mg, 0.845 mmol) in dichloromethane (3 mL). After stirring at rt for 30 min, the reaction was quenched by addition of a mixture of 15% Na2S2O3 (2 mL) and saturated NaHCO3 (3 mL). The organic layer was separated and the aqueous layer was extracted by ethyl acetate (3×). The combined extracts were washed with wate...